Dataset: the Open Reaction Database (ORD), a public repository of structured organic reaction records. Task: describe an organic reaction: reactants, conditions, products, and yield The reactants are FC(C(=O)OC(C(F)(F)F)=O)(F)F (trifluoroacetic anhydride), C(C)(=O)OCCCCCC=1OC=CC1 (5-(2-furanyl)pentanol acetate), O (water). The solvent is C(C)(=O)O (acetic acid), C(C)(=O)O (acetic acid). Run at time 16 hour. The product is C(C)(=O)OCCCCCC=1OC(=CC1)C(C)=O (5-(5-acetyl-2-furanyl)pentanol acetate). Reaction SMILES: F[C:2](F)(F)[C:3](OC(=O)C(F)(F)F)=[O:4].[C:14]([O:17][CH2:18][CH2:19][CH2:20][CH2:21][CH2:22][C:23]1[O:24][CH:25]=[CH:26][CH:27]=1)(=[O:16])[CH3:15].O>C(O)(=O)C>[C:14]([O:17][CH2:18][CH2:19][CH2:20][CH2:21][CH2:22][C:23]1[O:24][C:25]([C:3](=[O:4])[CH3:2])=[CH:26][CH:27]=1)(=[O:16])[CH3:15]. Procedure details: To a mixture of 100 ml of trifluoroacetic anhydride and 100 ml of glacial acetic acid was added 89 g of 5-(2-furanyl)pentanol acetate in 100 ml of acetic acid. The reaction mixture was allowed to stand at room temperature for about 16 hours, then poured into water and extracted with methylene dichloride. The extracts were concentrated and the residue distilled to give 60.6 g of 5-(5-acetyl-2-furanyl)pentanol acetate, b.p. 120°-123° C. (0.05 mm). Starting materials: C([O-])([O-])=O.[Na+].[Na+] (Sodium carbonate), C1(=CC=CC=C1)B(O)O (phenylboronic acid), Intermediate 2, O (water), ClC1=CC=C(C=C1)C1=N[C@H](C=2N(C3=C1C=C(C=C3)OS(=O)(=O)C(F)(F)F)C(=NN2)C)CC(=O)OCC (ethyl ((4S)-6-(4-chlorophenyl)-1-methyl-8-{[(trifluoromethyl)sulfonyl]oxy}-4H-[1,2,4]triazolo[4,3-a][1,4]benzodiazepin-4-yl)acetate). Reagents/catalysts: Cl[Pd]([P](C1=CC=CC=C1)(C2=CC=CC=C2)C3=CC=CC=C3)([P](C4=CC=CC=C4)(C5=CC=CC=C5)C6=CC=CC=C6)Cl (bis(triphenylphosphine)palladium(II) chloride). Solvent: C(C)(=O)OCC (Ethyl acetate), COCCOC (DME). Reaction conditions: temperature 120 celsius. Product: ClC1=CC=C(C=C1)C1=N[C@H](C=2N(C3=C1C=C(C=C3)C3=CC=CC=C3)C(=NN2)C)CC(=O)O ([(4S)-6-(4-chlorophenyl)-1-methyl-8-phenyl-4H-[1,2,4]triazolo[4,3-a][1,4]benzodiazepin-4-yl]acetic acid). RXN SMILES: C(=O)([O-])[O-].[Na+].[Na+].[C:7]1(B(O)O)[CH:12]=[CH:11][CH:10]=[CH:9][CH:8]=1.[Cl:16][C:17]1[CH:22]=[CH:21][C:20]([C:23]2[C:29]3[CH:30]=[C:31](OS(C(F)(F)F)(=O)=O)[CH:32]=[CH:33][C:28]=3[N:27]3[C:42]([CH3:45])=[N:43][N:44]=[C:26]3[C@H:25]([CH2:46][C:47]([O:49]CC)=[O:48])[N:24]=2)=[CH:19][CH:18]=1.O>COCCOC.Cl[Pd](Cl)([P](C1C=CC=CC=1)(C1C=CC=CC=1)C1C=CC=CC=1)[P](C1C=CC=CC=1)(C1C=CC=CC=1)C1C=CC=CC=1.C(OCC)(=O)C>[Cl:16][C:17]1[CH:18]=[CH:19][C:20]([C:23]2[C:29]3[CH:30]=[C:31]([C:7]4[CH:12]=[CH:11][CH:10]=[CH:9][CH:8]=4)[CH:32]=[CH:33][C:28]=3[N:27]3[C:42]([CH3:45])=[N:43][N:44]=[C:26]3[C@H:25]([CH2:46][C:47]([OH:49])=[O:48])[N:24]=2)=[CH:21][CH:22]=1 |f:0.1.2,^1:61,80|. Procedure: Sodium carbonate (35.8 mg), phenylboronic acid (22.5 mg) and bis(triphenylphosphine)palladium(II) chloride (10.8 mg) were added to a 2-5 ml microwave vial. A solution of ethyl ((4S)-6-(4-chlorophenyl)-1-methyl-8-{[(trifluoromethyl)sulfonyl]oxy}-4H-[1,2,4]triazolo[4,3-a][1,4]benzodiazepin-4-yl)acetate (for a preparation see Intermediate 2) (83.4 mg) in DME (3 ml) and water (1 ml) was added to the microwave vial. The reaction mixture was heated at 120° C. for 90 min (microwave). Ethyl acetate (2 m... Procedure: Using a method similar to Example 345, using 3-phenyl-azepane fumaric acid salt (0.122 g, 0.419 mmol), 6-(4-formyl-phenoxy)-nicotinamide (compound of example 332, step 1) (0.100 g, 0.415 mmol), sodium triacetoxyborohydride (0.129 g, 0.609 mmol), and acetic acid (0.034 mL, 0.594 mmol) in 1,2-dichloroethane (8.0 mL) provides 0.154 g (93%) of the title compound as a white solid: high resolution mass spectrum (electrospray): m/z calc for C25H28N3O2 402.2182. found 402.2199; 1H NMR (DMSO-d6): 8.61 (d... Yield: 92.4%. As a reaction SMILES: [C:1](O)(=O)/[CH:2]=[CH:3]/[C:4]([OH:6])=O.[C:9]1([CH:15]2[CH2:21][CH2:20][CH2:19][CH2:18][NH:17][CH2:16]2)[CH:14]=[CH:13][CH:12]=[CH:11][CH:10]=1.C(C1C=CC(O[C:29]2[CH:37]=[CH:36][C:32]([C:33]([NH2:35])=[O:34])=[CH:31][N:30]=2)=CC=1)=O.[C:40](O[BH-](OC(=O)C)OC(=O)C)(=O)[CH3:41].[Na+].[C:54](O)(=O)C>ClCCCl>[C:9]1([CH:15]2[CH2:21][CH2:20][CH2:19][CH2:18][N:17]([CH2:54][C:1]3[CH:2]=[CH:3][C:4]([O:6][C:31]4[N:30]=[CH:29][CH:37]=[CH:36][C:32]=4[C:33]([NH2:35])=[O:34])=[CH:41][CH:40]=3)[CH2:16]2)[CH:14]=[CH:13][CH:12]=[CH:11][CH:10]=1 |f:0.1,3.4|. Yields the product C1(=CC=CC=C1)C1CN(CCCC1)CC1=CC=C(OC2=C(C(=O)N)C=CC=N2)C=C1 (4-(3-Phenyl-azepan-1-ylmethyl)-phenoxy-nicotinamide). Solvent: ClCCCl (1,2-dichloroethane). Reactants: C(\C=C\C(=O)O)(=O)O.C1(=CC=CC=C1)C1CNCCCC1 (3-phenyl-azepane fumaric acid salt), C(C)(=O)O[BH-](OC(C)=O)OC(C)=O.[Na+] (sodium triacetoxyborohydride), C(C)(=O)O (acetic acid), C(=O)C1=CC=C(OC2=NC=C(C(=O)N)C=C2)C=C1 (6-(4-Formyl-phenoxy)-nicotinamide), C(=O)C1=CC=C(OC2=NC=C(C(=O)N)C=C2)C=C1 (6-(4-Formyl-phenoxy)-nicotinamide). The reactants are S=C(Cl)Cl, ClCCl, Nc1ccc(I)cc1Cl, O. Product: S=C=Nc1ccc(I)cc1Cl. RXN SMILES: [Cl:11][C:12]([Cl:13])=[S:14].[Cl:15][CH2:16][Cl:17].[Cl:1][c:2]1[c:3]([NH2:4])[cH:5][cH:6][c:7]([I:9])[cH:8]1.[OH2:10]>>[Cl:1][c:2]1[c:3]([N:4]=[C:12]=[S:14])[cH:5][cH:6][c:7]([I:9])[cH:8]1. The reactants are COCCOC, O=Cc1ccc2c(c1)OCO2, O=C1CSC(=S)N1. Product: O=C1NC(=S)SC1=Cc1ccc2c(c1)OCO2. As a reaction SMILES: [CH3:19][O:20][CH2:21][CH2:22][O:23][CH3:24].[CH:8](=[O:9])[c:10]1[cH:11][cH:12][c:13]2[c:17]([cH:18]1)[O:16][CH2:15][O:14]2.[S:1]1[C:2](=[S:3])[NH:4][C:5](=[O:6])[CH2:7]1>>[S:1]1[C:2](=[S:3])[NH:4][C:5](=[O:6])[C:7]1=[CH:8][c:10]1[cH:11][cH:12][c:13]2[c:17]([cH:18]1)[O:16][CH2:15][O:14]2.